Dataset: the Open Reaction Database (ORD), a public repository of structured organic reaction records. Task: describe an organic reaction: reactants, conditions, products, and yield The reactants are BrC1=C(C=C(CO[Si](C)(C)C(C)(C)C)C=C1)OC ([(4-bromo-3-methoxybenzyl)oxy](tert-butyl) dimethyl silane), ClC=1C=C2C(C(NC2=CC1)=O)=O (5-chloroisatin). Yields the product [Si](C)(C)(C(C)(C)C)OCC1=CC(=C(C=C1)C1(C(NC2=CC=C(C=C12)Cl)=O)O)OC (3-[4-({[tert-butyl(dimethyl)silyl]oxy}methyl)-2-methoxyphenyl]-5-chloro-3-hydroxy-1,3-dihydro-2H-indol-2-one). Yield: 21.6%. RXN SMILES: Br[C:2]1[CH:16]=[CH:15][C:5]([CH2:6][O:7][Si:8]([C:11]([CH3:14])([CH3:13])[CH3:12])([CH3:10])[CH3:9])=[CH:4][C:3]=1[O:17][CH3:18].[Cl:19][C:20]1[CH:21]=[C:22]2[C:26](=[CH:27][CH:28]=1)[NH:25][C:24](=[O:29])[C:23]2=[O:30]>>[Si:8]([O:7][CH2:6][C:5]1[CH:15]=[CH:16][C:2]([C:23]2([OH:30])[C:22]3[C:26](=[CH:27][CH:28]=[C:20]([Cl:19])[CH:21]=3)[NH:25][C:24]2=[O:29])=[C:3]([O:17][CH3:18])[CH:4]=1)([C:11]([CH3:14])([CH3:13])[CH3:12])([CH3:10])[CH3:9]. Reported procedure: With 6.99 g of the compound obtained in Step 237-2 and 3.21 g of 5-chloroisatin as starting materials, 1.66 g of the title compound (colorless solid) was obtained by a similar method to Step 21-1. Reactants: CCOC(=O)c1cn(CCF)c2cc(F)c(F)cc2c1=O, Cl. The product is O=C(O)c1cn(CCF)c2cc(F)c(F)cc2c1=O. As a reaction SMILES: [CH2:1]([CH3:2])[O:3][C:4](=[O:5])[c:6]1[cH:7][n:8]([CH2:19][CH2:20][F:21])[c:9]2[cH:10][c:11]([F:18])[c:12]([F:17])[cH:13][c:14]2[c:15]1=[O:16].[ClH:22]>>[O:3]=[C:4]([OH:5])[c:6]1[cH:7][n:8]([CH2:19][CH2:20][F:21])[c:9]2[cH:10][c:11]([F:18])[c:12]([F:17])[cH:13][c:14]2[c:15]1=[O:16]. The reactants are NC1=C(C=C(C[C@H](C(=O)O)CC(N2CCC(CC2)N2C(NC3=C(CC2)C=CC=C3)=O)=O)C=C1C)Cl ((S)-2-(4-amino-3-chloro-5-methyl-benzyl)-4-oxo-4-[4-(2-oxo-1,2,4,5-tetrahydro-1,3-benzodiazepin-3-yl)-piperidin-1-yl]-butanoic acid), O1CCC(CC1)N1CCNCC1 (1-(tetrahydropyran-4-yl)-piperazine). Yields the product NC1=C(C=C(C[C@H](C(=O)N2CCN(CC2)C2CCOCC2)CC(=O)N2CCC(CC2)N2C(NC3=C(CC2)C=CC=C3)=O)C=C1C)Cl ((S)-2-(4-amino-3-chloro-5-methyl-benzyl)-4-[4-(2-oxo-1,2,4,5-tetrahydro-1,3-benzodiazepin-3-yl)-piperidin-1-yl]-1-[4-(tetrahydropyran-4-yl)-piperazin-1-yl]-butane-1,4-dione). RXN SMILES: [NH2:1][C:2]1[C:33]([CH3:34])=[CH:32][C:5]([CH2:6][C@@H:7]([CH2:11][C:12](=[O:31])[N:13]2[CH2:18][CH2:17][CH:16]([N:19]3[CH2:25][CH2:24][C:23]4[CH:26]=[CH:27][CH:28]=[CH:29][C:22]=4[NH:21][C:20]3=[O:30])[CH2:15][CH2:14]2)[C:8](O)=[O:9])=[CH:4][C:3]=1[Cl:35].[O:36]1[CH2:41][CH2:40][CH:39]([N:42]2[CH2:47][CH2:46][NH:45][CH2:44][CH2:43]2)[CH2:38][CH2:37]1>>[NH2:1][C:2]1[C:33]([CH3:34])=[CH:32][C:5]([CH2:6][C@@H:7]([CH2:11][C:12]([N:13]2[CH2:14][CH2:15][CH:16]([N:19]3[CH2:25][CH2:24][C:23]4[CH:26]=[CH:27][CH:28]=[CH:29][C:22]=4[NH:21][C:20]3=[O:30])[CH2:17][CH2:18]2)=[O:31])[C:8]([N:45]2[CH2:46][CH2:47][N:42]([CH:39]3[CH2:40][CH2:41][O:36][CH2:37][CH2:38]3)[CH2:43][CH2:44]2)=[O:9])=[CH:4][C:3]=1[Cl:35]. Reported procedure: Prepared analogously to Example 7i from 70 mg (0.14 mmol) (S)-2-(4-amino-3-chloro-5-methyl-benzyl)-4-oxo-4-[4-(2-oxo-1,2,4,5-tetrahydro-1,3-benzodiazepin-3-yl)-piperidin-1-yl]-butanoic acid and 27 mg (0.16 mmol) 1-(tetrahydropyran-4-yl)-piperazine. The reactants are C1CCOC1, COC(=O)c1ccc(C)c(-n2ccnc(NC3(c4cc(F)ccc4O)CC3)c2=O)c1, CC(C)[Mg+], NC1CC1, [Cl-], Cl, O. Yields the product Cc1ccc(C(=O)NC2CC2)cc1-n1ccnc(NC2(c3cc(F)ccc3O)CC2)c1=O. As a reaction SMILES: [CH2:41]1[O:42][CH2:43][CH2:44][CH2:45]1.[CH3:10][O:11][C:12]([c:13]1[cH:14][c:15](-[n:20]2[c:21](=[O:38])[c:22]([NH:26][C:27]3([c:30]4[c:31]([OH:37])[cH:32][cH:33][c:34]([F:36])[cH:35]4)[CH2:28][CH2:29]3)[n:23][cH:24][cH:25]2)[c:16]([CH3:19])[cH:17][cH:18]1)=[O:39].[CH:2]([Mg+:3])([CH3:4])[CH3:5].[CH:6]1([NH2:9])[CH2:7][CH2:8]1.[Cl-:1].[ClH:40].[OH2:46]>>[CH:6]1([NH:9][C:12](=[O:11])[c:13]2[cH:14][c:15](-[n:20]3[c:21](=[O:38])[c:22]([NH:26][C:27]4([c:30]5[c:31]([OH:37])[cH:32][cH:33][c:34]([F:36])[cH:35]5)[CH2:28][CH2:29]4)[n:23][cH:24][cH:25]3)[c:16]([CH3:19])[cH:17][cH:18]2)[CH2:7][CH2:8]1.